The task is: describe an organic reaction: reactants, conditions, products, and yield. This data is from the Open Reaction Database (ORD), a public repository of structured organic reaction records. Starting materials: NC1=CC=C(C(=O)OC)C=C1 (methyl 4-aminobenzoate), CN(S(=O)(=O)Cl)C (dimethylsulfamoyl chloride), Cl (hydrochloric acid), ice water. Solvent: N1=CC=CC=C1 (pyridine). Run at temperature 50 celsius, time 2 hour. The product is CN(S(=O)(=O)NC1=CC=C(C(=O)OC)C=C1)C (methyl 4-(dimethylaminosulfonyl)aminobenzoate). The yield is 65.4%. RXN SMILES: [NH2:1][C:2]1[CH:11]=[CH:10][C:5]([C:6]([O:8][CH3:9])=[O:7])=[CH:4][CH:3]=1.[CH3:12][N:13]([CH3:18])[S:14](Cl)(=[O:16])=[O:15].Cl>N1C=CC=CC=1>[CH3:12][N:13]([CH3:18])[S:14]([NH:1][C:2]1[CH:3]=[CH:4][C:5]([C:6]([O:8][CH3:9])=[O:7])=[CH:10][CH:11]=1)(=[O:16])=[O:15]. Procedure: To a solution of 8.5 g of methyl 4-aminobenzoate 13 and 43 ml of pyridine is added 12.1 g of dimethylsulfamoyl chloride, and the mixture is stirred at 50° C. for 2 hours. The reaction mixture to which is added ice-water is acidified with 6N hydrochloric acid and extracted with methylene chloride. The organic layer is washed with water, dried, and concentrated under reduced pressure. The residue is washed with ether-isopropyl ether to give 9.5 g (yield: 65.4%) of methyl 4-(dimethylaminosulfonyl)a... The reactants are B, O=C(O)Cc1ccc(CBr)cc1, C1CCOC1, Cl. Yields the product OCCc1ccc(CBr)cc1. Reaction SMILES: [BH3:13].[Br:1][CH2:2][c:3]1[cH:4][cH:5][c:6]([CH2:9][C:10](=[O:11])[OH:12])[cH:7][cH:8]1.[CH2:15]1[O:16][CH2:17][CH2:18][CH2:19]1.[ClH:14]>>[Br:1][CH2:2][c:3]1[cH:4][cH:5][c:6]([CH2:9][CH2:10][OH:11])[cH:7][cH:8]1. Starting materials: C1(CCCC1)[C@H](C(=O)OC(C)(C)C)C1=CC=C(C=C1)C (tert-butyl(2S)-cyclopentyl-(4-methylphenyl)acetate), N(=NC(C#N)(C)C)C(C#N)(C)C (2,2′-azobis(2-methylpropanenitrile)), BrN1C(CCC1=O)=O (N-bromosuccinimide). Solvent: C(Cl)(Cl)Cl (chloroform). Product: BrCC1=CC=C(C=C1)[C@@H](C(=O)OC(C)(C)C)C1CCCC1 (tert-Butyl(2S)-[4-(bromomethyl)phenyl](cyclopentyl)acetate). RXN SMILES: [CH:1]1([C@@H:6]([C:14]2[CH:19]=[CH:18][C:17]([CH3:20])=[CH:16][CH:15]=2)[C:7]([O:9][C:10]([CH3:13])([CH3:12])[CH3:11])=[O:8])[CH2:5][CH2:4][CH2:3][CH2:2]1.N(C(C)(C)C#N)=NC(C)(C)C#N.[Br:33]N1C(=O)CCC1=O>C(Cl)(Cl)Cl>[Br:33][CH2:20][C:17]1[CH:18]=[CH:19][C:14]([C@H:6]([CH:1]2[CH2:5][CH2:4][CH2:3][CH2:2]2)[C:7]([O:9][C:10]([CH3:12])([CH3:11])[CH3:13])=[O:8])=[CH:15][CH:16]=1. Reported procedure: 3.0 g (10.93 mmol) of tert-butyl(2S)-cyclopentyl-(4-methylphenyl)acetate were heated to reflux in 20 ml of chloroform, and 90 mg (0.55 mmol) of 2,2′-azobis(2-methylpropanenitrile) and 2.72 g (15.31 mmol) of N-bromosuccinimide were then added in 5 portions every 30 min. The mixture was stirred under reflux for 6 h and then cooled to RT and concentrated on a rotary evaporator. The residue was purified by chromatography on 120 ml of silica gel (mobile phase cyclohexane/ethyl acetate 4:1). This gave... Reactants: [Al+3], C1CCOC1, COC(=O)Cl, ClCCl, [H-], [H-], [H-], [H-], [Li+], NC1CCCCC1O, [Na+], O=C([O-])O. Yields the product CNC1CCCCC1O. As a reaction SMILES: [Al+3:20].[CH2:28]1[O:29][CH2:30][CH2:31][CH2:32]1.[CH3:1][O:2][C:3]([Cl:4])=[O:5].[Cl:25][CH2:26][Cl:27].[H-:19].[H-:22].[H-:23].[H-:24].[Li+:21].[NH2:11][CH:12]1[CH:13]([OH:18])[CH2:14][CH2:15][CH2:16][CH2:17]1.[Na+:10].[O-:6][C:7]([OH:8])=[O:9]>>[CH3:1][NH:11][CH:12]1[CH:13]([OH:18])[CH2:14][CH2:15][CH2:16][CH2:17]1.